From a dataset of the Open Reaction Database (ORD), a public repository of structured organic reaction records. describe an organic reaction: reactants, conditions, products, and yield Reactants: CC(C)(C)NC1CCC(N2CCC(NC(=O)OCc3ccccc3)C2=O)CC1, CO, [OH-], [OH-], [Pd+2]. The product is CC(C)(C)NC1CCC(N2CCC(N)C2=O)CC1. RXN SMILES: [C:1]([CH3:2])([CH3:3])([CH3:4])[NH:5][CH:6]1[CH2:7][CH2:8][CH:9]([N:12]2[C:13](=[O:28])[CH:14]([NH:17][C:18](=[O:19])[O:20][CH2:21][c:22]3[cH:23][cH:24][cH:25][cH:26][cH:27]3)[CH2:15][CH2:16]2)[CH2:10][CH2:11]1.[CH3:29][OH:30].[OH-:31].[OH-:33].[Pd+2:32]>>[C:1]([CH3:2])([CH3:3])([CH3:4])[NH:5][CH:6]1[CH2:7][CH2:8][CH:9]([N:12]2[C:13](=[O:28])[CH:14]([NH2:17])[CH2:15][CH2:16]2)[CH2:10][CH2:11]1. Reactants: C1CCOC1, Clc1cnc(NC2=NCC3(CN4CCC3CC4)O2)cn1, O=C(OO)c1cccc(Cl)c1. Yields the product [O-][N+]12CCC(CC1)C1(CN=C(Nc3cnc(Cl)cn3)O1)C2. RXN SMILES: [CH2:32]1[O:33][CH2:34][CH2:35][CH2:36]1.[Cl:12][c:13]1[n:14][cH:15][c:16]([NH:19][C:20]2=[N:24][CH2:23][C:22]3([O:21]2)[CH2:25][N:26]2[CH2:27][CH2:28][CH:29]3[CH2:30][CH2:31]2)[n:17][cH:18]1.[Cl:1][c:2]1[cH:3][c:4]([C:9](=[O:6])[O:10][OH:11])[cH:5][cH:7][cH:8]1>>[O-:6][N+:26]12[CH2:25][C:22]3([O:21][C:20]([NH:19][c:16]4[cH:15][n:14][c:13]([Cl:12])[cH:18][n:17]4)=[N:24][CH2:23]3)[CH:29]([CH2:28][CH2:27]1)[CH2:30][CH2:31]2. The reactants are C(C1=CC=CC=C1)N(CCCl)CC1=CC=CC=C1 (dibenzyl-(2-chloro-ethyl)-amine), C(C)(C)(C)OC(N(C)CCO)=O ((2-hydroxy-ethyl)-methyl-carbamic acid tert-butyl ester), [OH-].[K+] (KOH). Reagents/catalysts: [Br-].C(CCC)[N+](CCCC)(CCCC)CCCC (tetrabutylammonium bromide). The solvent is O1CCOCC1 (dioxane). Product: C(C)(C)(C)OC(N(C)CCOCCN(CC1=CC=CC=C1)CC1=CC=CC=C1)=O ([2-(2-Dibenzylamino-ethoxy)-ethyl]-methyl-carbamic acid tert-butyl ester). Yield: 32.6%. RXN SMILES: [CH2:1]([N:8]([CH2:12][C:13]1[CH:18]=[CH:17][CH:16]=[CH:15][CH:14]=1)[CH2:9][CH2:10]Cl)[C:2]1[CH:7]=[CH:6][CH:5]=[CH:4][CH:3]=1.[C:19]([O:23][C:24](=[O:30])[N:25]([CH2:27][CH2:28][OH:29])[CH3:26])([CH3:22])([CH3:21])[CH3:20].[OH-].[K+]>[Br-].C([N+](CCCC)(CCCC)CCCC)CCC.O1CCOCC1>[C:19]([O:23][C:24](=[O:30])[N:25]([CH2:27][CH2:28][O:29][CH2:10][CH2:9][N:8]([CH2:12][C:13]1[CH:18]=[CH:17][CH:16]=[CH:15][CH:14]=1)[CH2:1][C:2]1[CH:7]=[CH:6][CH:5]=[CH:4][CH:3]=1)[CH3:26])([CH3:22])([CH3:20])[CH3:21] |f:2.3,4.5|. Reported procedure: [2-(2-Dibenzylamino-ethoxy)-ethyl]-methyl-carbamic acid tert-butyl ester (200 mg) was prepared by following General Procedure S starting from dibenzyl-(2-chloro-ethyl)-amine (400 mg), (2-hydroxy-ethyl)-methyl-carbamic acid tert-butyl ester (525 mg), 50% (w/w) KOH solution (1.8 mL) and tetrabutylammonium bromide (57.7 mg) in dioxane (1.8 mL). Starting materials: CI (methyl iodide), C(#N)C1=CC=C(C2=C1CC1(COCC1O)O2)OC (2,3-dihydro-4-cyano-4′-hydroxy-7-methoxybenzofuran-2-spiro-3′-tetrahydrofuran), [H-].[Na+] (sodium hydride). Run in CN(C=O)C (dimethylformamide), CN(C=O)C (dimethylformamide), CN(C=O)C (dimethylformamide). Conditions: temperature 40 celsius, time 2 hour. Product: C(#N)C1=CC=C(C2=C1CC1(COCC1OC)O2)OC (2,3-Dihydro-4-cyano-4′,7-dimethoxybenzofuran-2-spiro-3′-tetrahydrofuran). The yield is 94.3%. As a reaction SMILES: [C:1]([C:3]1[C:8]2[CH2:9][C:10]3([O:16][C:7]=2[C:6]([O:17][CH3:18])=[CH:5][CH:4]=1)[CH:14]([OH:15])[CH2:13][O:12][CH2:11]3)#[N:2].[H-].[Na+].[CH3:21]I>CN(C)C=O>[C:1]([C:3]1[C:8]2[CH2:9][C:10]3([O:16][C:7]=2[C:6]([O:17][CH3:18])=[CH:5][CH:4]=1)[CH:14]([O:15][CH3:21])[CH2:13][O:12][CH2:11]3)#[N:2] |f:1.2|. Procedure: 2.0 g (8.0 mmol) of 2,3-dihydro-4-cyano-4′-hydroxy-7-methoxybenzofuran-2-spiro-3′-tetrahydrofuran (A11) in 15 ml of dimethylformamide are added dropwise under a nitrogen atmosphere to a solution of 270 mg (8.8 mmol) of 80% strength sodium hydride in 10 ml of dimethylformamide and the mixture is heated at 40° C. for 1 h. 700 μl (10.6 mmol) of methyl iodide, dissolved in 5 ml of dimethylformamide, are then added dropwise at RT. The mixture is stirred at RT for 2 h, concentrated, and the residue is... Product: CC(C)C(=O)Nc1cccc(C2CCN(CCCCC(Oc3ccc(Br)cc3)c3ccccc3)CC2)c1. As a reaction SMILES: [Br:1][c:2]1[cH:3][cH:4][c:5]([OH:8])[cH:6][cH:7]1.[ClH:39].[OH:9][CH:10]([CH2:11][CH2:12][CH2:13][CH2:14][N:15]1[CH2:16][CH2:17][CH:18]([c:21]2[cH:22][c:23]([NH:27][C:28]([CH:29]([CH3:30])[CH3:31])=[O:32])[cH:24][cH:25][cH:26]2)[CH2:19][CH2:20]1)[c:33]1[cH:34][cH:35][cH:36][cH:37][cH:38]1>>[Br:1][c:2]1[cH:3][cH:4][c:5]([O:8][CH:10]([CH2:11][CH2:12][CH2:13][CH2:14][N:15]2[CH2:16][CH2:17][CH:18]([c:21]3[cH:22][c:23]([NH:27][C:28]([CH:29]([CH3:30])[CH3:31])=[O:32])[cH:24][cH:25][cH:26]3)[CH2:19][CH2:20]2)[c:33]2[cH:34][cH:35][cH:36][cH:37][cH:38]2)[cH:6][cH:7]1. Starting materials: Oc1ccc(Br)cc1, Cl, CC(C)C(=O)Nc1cccc(C2CCN(CCCCC(O)c3ccccc3)CC2)c1. Starting materials: FC1=C(C=CC=C1)COC1=CC=C(C=C1)[C@H]1CC[C@](N1C(=O)OC(C)(C)C)(C(=O)OC)CC=O (1-(1,1-dimethylethyl) 2-methyl (2R,5R)-5-(4-{[(2-fluorophenyl)methyl]oxy}phenyl)-2-(2-oxoethyl)-1,2-pyrrolidinedicarboxylate), CN (MeNH2), solution, [BH-](OC(=O)C)(OC(=O)C)OC(=O)C.[Na+] (NaBH(OAc)3), CC(=O)O (AcOH), [BH-](OC(=O)C)(OC(=O)C)OC(=O)C.[Na+] (NaBH(OAc)3). Run in CO (MeOH), CO (MeOH). Product: FC1=C(C=CC=C1)COC1=CC=C(C=C1)[C@H]1CC[C@](N1C(=O)OC(C)(C)C)(C(=O)OC)CCNC (1-(1,1-Dimethylethyl) 2-methyl (2R,5R)-5-(4-{[(2-fluorophenyl)methyl]oxy}phenyl)-2-[2-(methylamino)ethyl]-1,2-pyrrolidinedicarboxylate). As a reaction SMILES: [F:1][C:2]1[CH:7]=[CH:6][CH:5]=[CH:4][C:3]=1[CH2:8][O:9][C:10]1[CH:15]=[CH:14][C:13]([C@@H:16]2[N:20]([C:21]([O:23][C:24]([CH3:27])([CH3:26])[CH3:25])=[O:22])[C@:19]([CH2:32][CH:33]=O)([C:28]([O:30][CH3:31])=[O:29])[CH2:18][CH2:17]2)=[CH:12][CH:11]=1.[CH3:35][NH2:36].CC(O)=O.[BH-](OC(C)=O)(OC(C)=O)OC(C)=O.[Na+]>CO>[F:1][C:2]1[CH:7]=[CH:6][CH:5]=[CH:4][C:3]=1[CH2:8][O:9][C:10]1[CH:15]=[CH:14][C:13]([C@@H:16]2[N:20]([C:21]([O:23][C:24]([CH3:27])([CH3:26])[CH3:25])=[O:22])[C@:19]([CH2:32][CH2:33][NH:36][CH3:35])([C:28]([O:30][CH3:31])=[O:29])[CH2:18][CH2:17]2)=[CH:12][CH:11]=1 |f:3.4|. Procedure details: The reaction was performed on the two separated batches of 1-(1,1-dimethylethyl) 2-methyl (2R,5R)-5-(4-{[(2-fluorophenyl)methyl]oxy}phenyl)-2-(2-oxoethyl)-1,2-pyrrolidinedicarboxylate obtained from the previous step (D37, Procedure 1). The first batch (109 g) was dissolved in MeOH (440 mL) and MeNH2 in MeOH 2M solution (347 mL) was added. AcOH (11 mL) was added. NaBH(OAc)3 (49 g) was added portion wise after 10 minutes. More NaBH(OAc)3 (14.7 g) was added portion wise at 25° C. The reaction mixtu... Starting materials: CC1C[C@H]2CN[C@@H]([C@H]2C1)CNC(=O)C1=C(N=C2SC=CN21)C (6-methyl-imidazo[2,1-b]thiazole-5-carboxylic acid-[(1S,2S,5R)-7-methyl-3-aza-bicyclo[3.3.0]oct-2-ylmethyl]-amide), CC=1C=C(C=CC1)C=1C(=CC=CC1)C(=O)O (3′-methyl-biphenyl-2-carboxylic acid). The product is CC1C[C@H]2CN([C@@H]([C@H]2C1)CNC(=O)C1=C(N=C2SC=CN21)C)C(=O)C=2C(=CC=CC2)C2=CC(=CC=C2)C (6-Methyl-imidazo[2,1-b]thiazole-5-carboxylic acid-(1S,2S,5R)-[7-methyl-3-(3′-methyl-biphenyl-2-carbonyl)-3-aza-bicyclo[3.3.0]oct-2-ylmethyl]-amide). Reaction SMILES: [CH3:1][CH:2]1[CH2:9][C@H:8]2[C@H:4]([CH2:5][NH:6][C@@H:7]2[CH2:10][NH:11][C:12]([C:14]2[N:21]3[C:17]([S:18][CH:19]=[CH:20]3)=[N:16][C:15]=2[CH3:22])=[O:13])[CH2:3]1.[CH3:23][C:24]1[CH:25]=[C:26]([C:30]2[C:31]([C:36](O)=[O:37])=[CH:32][CH:33]=[CH:34][CH:35]=2)[CH:27]=[CH:28][CH:29]=1>>[CH3:1][CH:2]1[CH2:9][C@H:8]2[C@H:4]([CH2:5][N:6]([C:36]([C:31]3[C:30]([C:26]4[CH:27]=[CH:28][CH:29]=[C:24]([CH3:23])[CH:25]=4)=[CH:35][CH:34]=[CH:33][CH:32]=3)=[O:37])[C@@H:7]2[CH2:10][NH:11][C:12]([C:14]2[N:21]3[C:17]([S:18][CH:19]=[CH:20]3)=[N:16][C:15]=2[CH3:22])=[O:13])[CH2:3]1. Procedure details: prepared by reaction of 6-methyl-imidazo[2,1-b]thiazole-5-carboxylic acid-[(1S,2S,5R)-7-methyl-3-aza-bicyclo[3.3.0]oct-2-ylmethyl]-amide with commercially available 3′-methyl-biphenyl-2-carboxylic acid.